Dataset: the Open Reaction Database (ORD), a public repository of structured organic reaction records. Task: describe an organic reaction: reactants, conditions, products, and yield The reactants are Cl.ClC=1C=C2C=CC(=CC2=CC1)S(=O)(=O)N1CCNCC1 (1-[(6-chloronaphthalen-2-yl)sulfonyl]piperazine hydrochloride), CN1CC2=C(CC1)C=CO2 (6-methyl-4,5,6,7-tetrahydrofuro[2,3-c]pyridine), C(=O)=O (carbon dioxide), CN(C)CCCN=C=NCC (1-(dimethylaminopropyl)-3-ethylcarbodiimide), ON1N=NC2=C1C=CC=C2 (1-hydroxybenzotriazole), C(C)(C)N(CC)C(C)C (diisopropylethylamine). Reaction conditions: temperature -78 celsius, time 1 hour. The solvent is CN(C=O)C (N,N-dimethylformamide), C(Cl)Cl (methylene chloride), Cl.C(C)O (ethanol hydrochloride), O1CCCC1 (tetrahydrofuran), C(CCC)[Li] (n-butyl lithium), CCCCCC (hexane). As a reaction SMILES: [CH3:1][N:2]1[CH2:7][CH2:6][C:5]2[CH:8]=[CH:9][O:10][C:4]=2[CH2:3]1.[C:11](=[O:13])=O.Cl.[Cl:15][C:16]1[CH:17]=[C:18]2[C:23](=[CH:24][CH:25]=1)[CH:22]=[C:21]([S:26]([N:29]1[CH2:34][CH2:33][NH:32][CH2:31][CH2:30]1)(=[O:28])=[O:27])[CH:20]=[CH:19]2.CN(CCCN=C=NCC)C.ON1C2C=CC=CC=2N=N1.C(N(C(C)C)CC)(C)C>O1CCCC1.C([Li])CCC.CN(C)C=O.Cl.C(O)C.C(Cl)Cl.CCCCCC>[ClH:15].[Cl:15][C:16]1[CH:17]=[C:18]2[C:23](=[CH:24][CH:25]=1)[CH:22]=[C:21]([S:26]([N:29]1[CH2:30][CH2:31][N:32]([C:11]([C:9]3[O:10][C:4]4[CH2:3][N:2]([CH3:1])[CH2:7][CH2:6][C:5]=4[CH:8]=3)=[O:13])[CH2:33][CH2:34]1)(=[O:27])=[O:28])[CH:20]=[CH:19]2 |f:2.3,10.11,14.15|. Yields the product Cl.ClC=1C=C2C=CC(=CC2=CC1)S(=O)(=O)N1CCN(CC1)C(=O)C1=CC2=C(CN(CC2)C)O1 (2-[[4-[(6-Chloronaphthalen-2-yl)sulfonyl]piperazin-1-yl]carbonyl]-6-methyl-4,5,6,7-tetrahydrofuro[2,3-c]pyridine hydrochloride). Procedure: To a solution of 6-methyl-4,5,6,7-tetrahydrofuro[2,3-c]pyridine (58.1 mg) in tetrahydrofuran (3.2 ml), n-butyl lithium (a 1.59N hexane solution, 320 μl) was added at −78° C., followed by stirring for 1 hour and then at 0° C. for 30 minutes. The reaction mixture was cooled to −78° C. and a carbon dioxide gas was introduced thereinto for 1 hour. After the reaction mixture was heated to room temperature over 30 minutes, it was concentrated. To a solution of the resulting residue in N,N-dimethylform... Starting materials: Br\C=C\1/CCC[C@@]2(C(=CC[C@@H]12)C(C)=O)C (1-{(3aS,7E,7aR)-7-(bromomethylene)-3a,4,5,6,7,7a-hexahydro-3a-methyl-1H-indene-3-yl}ethanone), Br\C=C\1/CCC[C@@]2(C(=CC[C@@H]12)C(C)=O)C (1-{(3aS,7E,7aR)-7-(bromomethylene)-3a,4,5,6,7,7a-hexahydro-3a-methyl-1H-indene-3-yl}ethanone), B1(N2CCC[C@@H]2C(O1)(C3=CC=CC=C3)C4=CC=CC=C4)C ((R)-2-methyl-CBS-oxazaborolidine), CSC.B (borane dimethyl sulfide), [H][H] (hydrogen). The solvent is O (water), C(C)OCC (diethyl ether), C1(=CC=CC=C1)C (toluene), CO (Methanol). Reaction conditions: time 1 hour. Yields the product Br\C=C\1/CCC[C@@]2(C(=CC[C@@H]12)[C@H](C)O)C ((S)-1-{(3aS,7E,7aR)-7-(bromomethylene)-3a,4,5,6,7,7a-hexahydro-3a-methyl-1H-indene-3-yl}ethanol). Yield: 94.8%. As a reaction SMILES: [Br:1]/[CH:2]=[C:3]1\[CH2:4][CH2:5][CH2:6][C@@:7]2([CH3:15])[C@H:11]\1[CH2:10][CH:9]=[C:8]2[C:12](=[O:14])[CH3:13].B1(C)OC(C2C=CC=CC=2)(C2C=CC=CC=2)[C@@H]2N1CCC2.CSC.B.[H][H]>C1(C)C=CC=CC=1.O.C(OCC)C.CO>[Br:1]/[CH:2]=[C:3]1\[CH2:4][CH2:5][CH2:6][C@@:7]2([CH3:15])[C@H:11]\1[CH2:10][CH:9]=[C:8]2[C@@H:12]([OH:14])[CH3:13] |f:2.3|. Reported procedure: 1-{(3aS,7E,7aR)-7-(bromomethylene)-3a,4,5,6,7,7a-hexahydro-3a-methyl-1H-indene-3-yl}ethanone (Compound 13: 24.7 mg, 0.0918 mmol) was dissolved in toluene (200 μl), and (R)-2-methyl-CBS-oxazaborolidine (18 μl, 0.018 mmol, 1.0 M in toluene) and borane dimethyl sulfide (26 μl, 0.274 mmol) were added thereto at −20° C., followed by stirring the resulting mixture for 1 hour. Methanol (100 μl) was added to the reaction solution, and when generation of hydrogen gas stopped, diethyl ether and water were... The reactants are 17.6, ClC1=C(C=C(C(=C1)Cl)Cl)OC([C@@H](NC(=O)OC(C)(C)C)CC1=CC=C(C=C1)O)=O (N-t-butoxycarbonyl-L-tyrosine 2,4,5-trichlorophenyl ester), Cl.C(C1=CC=CC=C1)OC([C@@H](NC(CN)=O)C)=O (glycyl-L-alanine benzyl ester hydrochloride), CN1CCOCC1 (N-methylmorpholine). Run in C(Cl)Cl (methylene chloride). Yields the product C(C1=CC=CC=C1)OC([C@@H](NC(CNC([C@@H](NC(=O)OC(C)(C)C)CC1=CC=C(C=C1)O)=O)=O)C)=O (N-t-butoxycarbonyl-L-tyrosylglycyl-L-alanine benzyl ester). RXN SMILES: ClC1C=C(Cl)C(Cl)=CC=1O[C:11](=[O:29])[C@H:12]([CH2:21][C:22]1[CH:27]=[CH:26][C:25]([OH:28])=[CH:24][CH:23]=1)[NH:13][C:14]([O:16][C:17]([CH3:20])([CH3:19])[CH3:18])=[O:15].Cl.[CH2:31]([O:38][C:39](=[O:47])[C@H:40]([CH3:46])[NH:41][C:42](=[O:45])[CH2:43][NH2:44])[C:32]1[CH:37]=[CH:36][CH:35]=[CH:34][CH:33]=1.CN1CCOCC1>C(Cl)Cl>[CH2:31]([O:38][C:39](=[O:47])[C@H:40]([CH3:46])[NH:41][C:42](=[O:45])[CH2:43][NH:44][C:11](=[O:29])[C@H:12]([CH2:21][C:22]1[CH:23]=[CH:24][C:25]([OH:28])=[CH:26][CH:27]=1)[NH:13][C:14]([O:16][C:17]([CH3:18])([CH3:19])[CH3:20])=[O:15])[C:32]1[CH:33]=[CH:34][CH:35]=[CH:36][CH:37]=1 |f:1.2|. Procedure: A solution of 17.6 parts N-t-butoxycarbonyl-L-tyrosine 2,4,5-trichlorophenyl ester, 9.0 parts glycyl-L-alanine benzyl ester hydrochloride and 1.2 parts N-methylmorpholine in 200 parts methylene chloride is stirred for 16 hours at room temperature. Removal of the solvent under reduced pressure affords a crude product which is purified by low pressure column chromatography to give N-t-butoxycarbonyl-L-tyrosylglycyl-L-alanine benzyl ester. The purified material is dissolved in 400 parts methanol. T...